Dataset: the Open Reaction Database (ORD), a public repository of structured organic reaction records. Task: describe an organic reaction: reactants, conditions, products, and yield Starting materials: Brc1cccc2ccsc12, CC(=O)OC(C)=O, O, Cl[Sn](Cl)(Cl)Cl, c1ccccc1. Yields the product CC(=O)c1csc2c(Br)cccc12. As a reaction SMILES: [Br:1][c:2]1[cH:3][cH:4][cH:5][c:6]2[c:7]1[s:8][cH:9][cH:10]2.[CH3:11][C:12](=[O:13])[O:14][C:15](=[O:16])[CH3:17].[OH2:23].[Sn:18]([Cl:19])([Cl:20])([Cl:21])[Cl:22].[cH:24]1[cH:25][cH:26][cH:27][cH:28][cH:29]1>>[Br:1][c:2]1[cH:3][cH:4][cH:5][c:6]2[c:7]1[s:8][cH:9][c:10]2[C:12]([CH3:11])=[O:13]. Starting materials: C(C)OC(C(C(=O)O)(C)C)=O (2,2-Dimethyl-malonic acid monoethyl ester), CN(C)C(=[N+](C)C)ON1C2=C(C=CC=C2)N=N1.[B-](F)(F)(F)F (TBTU), NCCN1CCOCC1 (4-(2-Aminoethyl)-morpholine), CN1CCOCC1 (N-Methylmorpholine). Solvent: O1CCCC1 (tetrahydrofurane). Conditions: temperature 5 celsius. Yields the product C(C)OC(C(C(=O)NCCN1CCOCC1)(C)C)=O (2,2-Dimethyl-N-(2-morpholin-4-yl-ethyl)-malonamic Acid Ethyl Ester). As a reaction SMILES: [CH2:1]([O:3][C:4](=[O:11])[C:5]([CH3:10])([CH3:9])[C:6]([OH:8])=O)[CH3:2].[NH2:12][CH2:13][CH2:14][N:15]1[CH2:20][CH2:19][O:18][CH2:17][CH2:16]1.CN1CCOCC1.CN(C(ON1N=NC2C=CC=CC1=2)=[N+](C)C)C.[B-](F)(F)(F)F>O1CCCC1>[CH2:1]([O:3][C:4](=[O:11])[C:5]([CH3:10])([CH3:9])[C:6]([NH:12][CH2:13][CH2:14][N:15]1[CH2:20][CH2:19][O:18][CH2:17][CH2:16]1)=[O:8])[CH3:2] |f:3.4|. Reported procedure: 19 g 2,2-Dimethyl-malonic acid monoethyl ester were weighed into a round-bottomed flask and under N2 atmosphere and room temperature, 200 ml tetrahydrofurane, 15.6 ml 4-(2-Aminoethyl)-morpholine and 32.6 ml N-Methylmorpholine were added. The reaction was stirred and cooled down to 5° C. Then, 43.8 g TBTU were added and the mixture was allowed to stir for another 1.5 hours. Finally the solvent was removed and the residue dissolved in 400 ml dichloromethane. This organic phase was washed two times... The reactants are C[C@@]12C(CC[C@H]1[C@@H]1CCC3=CC(C=C[C@]3(C)[C@H]1CC2)=O)=O (1,4-androstadiene-3,17-dione), C[C@H]1[C@H]2[C@@H]3CCC([C@@]3(C)CC[C@@H]2[C@]2(C=CC(C=C2C1)=O)C)=O (7α-methyl-1,4-androstadiene-3,17-dione), C[C@H]1C[C@H]2[C@@H]3CCC([C@@]3(C)CC[C@@H]2[C@]2(C=CC(C=C12)=O)C)=O (6α-methyl-1,4-androstadiene-3,17-dione). Yields the product C[C@H]1[C@H]2[C@@H]3CCC([C@@]3(C)CC[C@@H]2[C@]2([C@H]3[C@@H](C(C=C2C1)=O)C3)C)=O (7α-methyl-1β,2β-methylene-4-androstene-3,17-dione), C[C@H]1C[C@H]2[C@@H]3CCC([C@@]3(C)CC[C@@H]2[C@]2([C@H]3[C@@H](C(C=C12)=O)C3)C)=O (6α-methyl-1β,2β-methylene-4-androstene-3,17-dione). As a reaction SMILES: [CH3:1][C@@H:2]1[CH2:19][C:18]2[C@:13]([CH3:21])([CH:14]=[CH:15][C:16](=[O:20])[CH:17]=2)[C@@H:12]2[C@@H:3]1[C@H:4]1[C@@:8]([CH2:10][CH2:11]2)([CH3:9])[C:7](=[O:22])[CH2:6][CH2:5]1.[CH3:23][C@@H:24]1[C:41]2[C@:36]([CH3:43])([CH:37]=[CH:38][C:39](=[O:42])[CH:40]=2)[C@@H:35]2[C@H:26]([C@H:27]3[C@@:31]([CH2:33][CH2:34]2)([CH3:32])[C:30](=[O:44])[CH2:29][CH2:28]3)[CH2:25]1.[CH3:45][C@]12CC[C@H]3[C@@H](CCC4[C@]3(C)C=CC(=O)C=4)[C@@H]1CCC2=O>>[CH3:1][C@@H:2]1[CH2:19][C:18]2[C@:13]([CH3:21])([C@@H:14]3[CH2:23][C@@H:15]3[C:16](=[O:20])[CH:17]=2)[C@@H:12]2[C@@H:3]1[C@H:4]1[C@@:8]([CH2:10][CH2:11]2)([CH3:9])[C:7](=[O:22])[CH2:6][CH2:5]1.[CH3:23][C@@H:24]1[C:41]2[C@:36]([CH3:43])([C@@H:37]3[CH2:45][C@@H:38]3[C:39](=[O:42])[CH:40]=2)[C@@H:35]2[C@H:26]([C@H:27]3[C@@:31]([CH2:33][CH2:34]2)([CH3:32])[C:30](=[O:44])[CH2:29][CH2:28]3)[CH2:25]1. Procedure details: Following essentially the same procedure and substituting 7α-methyl-1,4-androstadiene-3,17-dione and 6α-methyl-1,4-androstadiene-3,17-dione for the 1,4-androstadiene-3,17-dione above results in the preparation of 7α-methyl-1β,2β-methylene-4-androstene-3,17-dione and 6α-methyl-1β,2β-methylene-4-androstene-3,17-dione.